Dataset: the Open Reaction Database (ORD), a public repository of structured organic reaction records. Task: describe an organic reaction: reactants, conditions, products, and yield Product: O=C(c1cccnc1)c1cc(F)c(F)cc1NS(=O)(=O)c1ccc(Br)cc1. The reactants are O=S(=O)(Cl)c1ccc(Br)cc1, Nc1cc(F)c(F)cc1C(=O)c1cccnc1, c1ccncc1. As a reaction SMILES: [Br:18][c:19]1[cH:20][cH:21][c:22]([S:25](=[O:26])(=[O:27])[Cl:28])[cH:23][cH:24]1.[NH2:1][c:2]1[c:3]([C:10](=[O:11])[c:12]2[cH:13][n:14][cH:15][cH:16][cH:17]2)[cH:4][c:5]([F:9])[c:6]([F:8])[cH:7]1.[cH:29]1[cH:30][cH:31][n:32][cH:33][cH:34]1>>[NH:1]([c:2]1[c:3]([C:10](=[O:11])[c:12]2[cH:13][n:14][cH:15][cH:16][cH:17]2)[cH:4][c:5]([F:9])[c:6]([F:8])[cH:7]1)[S:25]([c:22]1[cH:21][cH:20][c:19]([Br:18])[cH:24][cH:23]1)(=[O:26])=[O:27].